The task is: describe an organic reaction: reactants, conditions, products, and yield. This data is from the Open Reaction Database (ORD), a public repository of structured organic reaction records. Reactants: CC(CCCCC(=O)O)NC(=O)OCc1ccccc1, CI, CN(C)C=O, [H-], [Na+]. The product is CC(CCCCC(=O)O)N(C)C(=O)OCc1ccccc1. RXN SMILES: [CH2:1]([c:2]1[cH:3][cH:4][cH:5][cH:6][cH:7]1)[O:8][C:9](=[O:10])[NH:11][CH:12]([CH2:13][CH2:14][CH2:15][CH2:16][C:17](=[O:18])[OH:19])[CH3:20].[CH3:23][I:24].[CH3:25][N:26]([CH3:27])[CH:28]=[O:29].[H-:21].[Na+:22]>>[CH2:1]([c:2]1[cH:3][cH:4][cH:5][cH:6][cH:7]1)[O:8][C:9](=[O:10])[N:11]([CH:12]([CH2:13][CH2:14][CH2:15][CH2:16][C:17](=[O:18])[OH:19])[CH3:20])[CH3:23]. Starting materials: COC=1C=C2C=CC=C(C2=CC1)O (6-methoxynaphthalen-1-ol), BrC=1C=CC(=C(C1)CO)I ((5-bromo-2-iodophenyl)methanol), C1(=CC=CC=C1)P(C1=CC=CC=C1)C1=CC=CC=C1 (triphenylphosphine), N(=NC(=O)OC(C)C)C(=O)OC(C)C (diisopropyl azodicarboxylate), C1(=CC=CC=C1)P(C1=CC=CC=C1)C1=CC=CC=C1 (triphenylphosphine), N(=NC(=O)OC(C)C)C(=O)OC(C)C (diisopropyl azodicarboxylate). Reaction SMILES: [CH3:1][O:2][C:3]1[CH:4]=[C:5]2[C:10](=[CH:11][CH:12]=1)[C:9]([OH:13])=[CH:8][CH:7]=[CH:6]2.[Br:14][C:15]1[CH:16]=[CH:17][C:18]([I:23])=[C:19]([CH2:21]O)[CH:20]=1.C1(P(C2C=CC=CC=2)C2C=CC=CC=2)C=CC=CC=1.N(C(OC(C)C)=O)=NC(OC(C)C)=O>O1CCCC1>[Br:14][C:15]1[CH:16]=[CH:17][C:18]([I:23])=[C:19]([CH:20]=1)[CH2:21][O:13][C:9]1[C:10]2[C:5](=[CH:4][C:3]([O:2][CH3:1])=[CH:12][CH:11]=2)[CH:6]=[CH:7][CH:8]=1. Procedure details: To a solution of 6-methoxynaphthalen-1-ol (4.45 g, 25.6 mmol), (5-bromo-2-iodophenyl)methanol (8.0 g, 25.6 mmol) and triphenylphosphine (7.4 g, 28.2 mmol) in tetrahydrofuran (128 mL) at 0° C. was added diisopropyl azodicarboxylate (5.54 mL, 28.2 mmol). The reaction was allowed to warm to room temperature overnight. After 15 hours, more triphenylphosphine (1.3 g, 5 mmol) and diisopropyl azodicarboxylate (0.99 mL, 5 mmol) were added and the reaction was stirred at room temperature. After 24 hours,... Yields the product BrC=1C=CC(=C(COC2=CC=CC3=CC(=CC=C23)OC)C1)I (1-(5-bromo-2-iodobenzyloxy)-6-methoxynaphthalene). Run at time 15 hour. Run in O1CCCC1 (tetrahydrofuran). The yield is 65.1%. The reactants are CC(C)(C)OC(=O)n1cc(CBr)c2ccccc21, C1CCOC1, COC(=O)C1(O[SiH](C)C)CC(C(C)(C)C)C(=O)N1C(=O)OC(C)(C)C, C[Si](C)(C)[N-][Si](C)(C)C, CCOC(C)=O, [Cl-], [Li+], [NH4+]. Product: COC(=O)C1(O[SiH](C)C)CC(Cc2cn(C(=O)OC(C)(C)C)c3ccccc23)(C(C)(C)C)C(=O)N1C(=O)OC(C)(C)C. RXN SMILES: [C:36]([CH3:37])([CH3:38])([CH3:39])[O:40][C:41](=[O:42])[n:43]1[cH:44][c:45]([CH2:52][Br:53])[c:46]2[cH:47][cH:48][cH:49][cH:50][c:51]12.[CH2:56]1[O:57][CH2:58][CH2:59][CH2:60]1.[CH3:1][O:2][C:3]([C:4]1([O:21][SiH:22]([CH3:23])[CH3:24])[N:5]([C:14](=[O:15])[O:16][C:17]([CH3:18])([CH3:19])[CH3:20])[C:6](=[O:13])[CH:7]([C:9]([CH3:10])([CH3:11])[CH3:12])[CH2:8]1)=[O:25].[CH3:27][Si:28]([N-:29][Si:30]([CH3:31])([CH3:32])[CH3:33])([CH3:34])[CH3:35].[CH3:61][CH2:62][O:63][C:64](=[O:65])[CH3:66].[Cl-:54].[Li+:26].[NH4+:55]>>[CH3:1][O:2][C:3]([C:4]1([O:21][SiH:22]([CH3:23])[CH3:24])[N:5]([C:14](=[O:15])[O:16][C:17]([CH3:18])([CH3:19])[CH3:20])[C:6](=[O:13])[C:7]([C:9]([CH3:10])([CH3:11])[CH3:12])([CH2:52][c:45]2[cH:44][n:43]([C:41]([O:40][C:36]([CH3:37])([CH3:38])[CH3:39])=[O:42])[c:51]3[c:46]2[cH:47][cH:48][cH:49][cH:50]3)[CH2:8]1)=[O:25].